This data is from the Open Reaction Database (ORD), a public repository of structured organic reaction records. The task is: describe an organic reaction: reactants, conditions, products, and yield The reactants are O=CC1(C=O)CC1, O=C([O-])O, CCO, N#C[K], NCc1ccccc1, [Na+], [Na+], O, O=S([O-])O. Yields the product N#CC(NCc1ccccc1)C1(C=O)CC1. RXN SMILES: [C:17]1([CH:20]=[O:21])([CH:22]=[O:23])[CH2:18][CH2:19]1.[C:24](=[O:25])([OH:26])[O-:27].[CH3:29][CH2:30][OH:31].[K:9][C:10]#[N:11].[NH2:1][CH2:2][c:3]1[cH:4][cH:5][cH:6][cH:7][cH:8]1.[Na+:16].[Na+:28].[OH2:32].[S:12](=[O:13])([OH:14])[O-:15]>>[NH:1]([CH2:2][c:3]1[cH:4][cH:5][cH:6][cH:7][cH:8]1)[CH:22]([C:10]#[N:11])[C:17]1([CH:20]=[O:21])[CH2:18][CH2:19]1. Reactants: FC=1C=C(C(=O)NCCC(C(=O)NOCC2=CC=CC=C2)C2(C(N(CC2)CCC2=CC=CC=C2)=O)CCO)C=CC1F (α-[2-[(3,4-difluorobenzoyl)amino]ethyl]-N-benzyloxy-3-(2-hydroxyethyl)-2-oxo-1-(2-phenylethyl)-3-pyrrolidineacetamide). The solvent is CCO (EtOH). Conditions: time 6 hour. The product is FC=1C=C(C(=O)NCCC(C(=O)NO)C2(C(N(CC2)CCC2=CC=CC=C2)=O)CCO)C=CC1F (α-[2-[(3,4-Difluorobenzoyl)amino]ethyl]-N-hydroxy-3-(2-hydroxyethyl)-2-oxo-1-(2-phenylethyl)-3-pyrrolidineacetamide). RXN SMILES: [F:1][C:2]1[CH:3]=[C:4]([CH:39]=[CH:40][C:41]=1[F:42])[C:5]([NH:7][CH2:8][CH2:9][CH:10]([C:22]1([CH2:36][CH2:37][OH:38])[CH2:26][CH2:25][N:24]([CH2:27][CH2:28][C:29]2[CH:34]=[CH:33][CH:32]=[CH:31][CH:30]=2)[C:23]1=[O:35])[C:11]([NH:13][O:14]CC1C=CC=CC=1)=[O:12])=[O:6]>CCO>[F:1][C:2]1[CH:3]=[C:4]([CH:39]=[CH:40][C:41]=1[F:42])[C:5]([NH:7][CH2:8][CH2:9][CH:10]([C:22]1([CH2:36][CH2:37][OH:38])[CH2:26][CH2:25][N:24]([CH2:27][CH2:28][C:29]2[CH:30]=[CH:31][CH:32]=[CH:33][CH:34]=2)[C:23]1=[O:35])[C:11]([NH:13][OH:14])=[O:12])=[O:6]. Procedure: A solution of α-[2-[(3,4-difluorobenzoyl)amino]ethyl]-N-benzyloxy-3-(2-hydroxyethyl)-2-oxo-1-(2-phenylethyl)-3-pyrrolidineacetamide (117 mg, 0.202 mmol) is dissolved in EtOH (3 mL) and purged with N2. Pearlman's catalyst (10 mg) is added and the atmosphere is replaced with H2. After 6 hours, the mixture is filtered through celite, washing the residual solids with MeOH, EtOH, and CH2Cl2. The filtrate is concentrated and resubjected to the same procedure. The recovered material (99 mg) is purified... The reagents and catalysts are [Ni] (Raney nickel). Conditions: temperature 55 celsius, time 30 minute. Product: [NH4+].[OH-].CO.CCOC(=O)C (NH4OH MeOH EtOAc), product. The solvent is C(C)O (ethanol). As a reaction SMILES: C(CC1C=CC(C2SC3C=CC=CC=3C=2CC2C=C[C:23]([O:26][CH2:27][CH2:28]N3CCCC3)=[CH:22]C=2)=CC=1)#[N:2].[OH2:34].NN>C(O)C.[Ni]>[NH4+:2].[OH-:26].[CH3:23][OH:26].[CH3:28][CH2:27][O:26][C:23]([CH3:22])=[O:34] |f:1.2,5.6.7.8|. Reported procedure: 2-[4-(Cyanomethyl)phenyl]-3-[4-[2-(1-pyrrolidinyl)-ethoxy]benzyl]benzo[b]thiophene (1.39 g) was dissolved in ethanol and warmed to 55 oC before it was treated with Raney nickel (1 mL slurry in water) followed by addition of hydrazine monohydrate (1.5 mL). The resulting mixture was allowed to stir at 55° C. for 30 min or until the evolution of gas had stopped. The cooled reaction mixture was filtered through diatomaceous earth, rinsed with methanol and dichloromethane. The filtrate was diluted wi... The reactants are C(#N)CC1=CC=C(C=C1)C1=C(C2=C(S1)C=CC=C2)CC2=CC=C(C=C2)OCCN2CCCC2 (2-[4-(Cyanomethyl)phenyl]-3-[4-[2-(1-pyrrolidinyl)-ethoxy]benzyl]benzo[b]thiophene), O.NN (hydrazine monohydrate). Reactants: C(C)(=O)O (acetic acid), O1C(COC(C1)O)O ([1,4]-dioxan-2,5-diol), C(#N)[BH3-].[Na+] (sodium cyanoborohydride), N1C(=NC=C1)CN(CC=1N(C=CN1)C)CC1=CC=C(CNCCCCN(CCC)CCC)C=C1 (N-(4-{[(1H-imidazol-2-ylmethyl)-(1-methyl-1H-imidazol-2-ylmethyl)-amino]-methyl}-benzyl)-N′,N′-dipropylbutane-1,4-diamine). Run in CO (methanol). Conditions: time 19.5 hour. Yields the product C(CC)N(CCCCN(CCO)CC1=CC=C(C=C1)CN(CC=1N(C=CN1)C)CC=1NC=CN1)CCC (2-[(4-dipropylamino-butyl)-(4-{[(1H-imidazol-2-ylmethyl)-(1-methyl-1H-imidazol-2-ylmethyl)-amino]-methyl}-benzyl)-amino]-ethanol). Isolated yield 76.8%. Reaction SMILES: [NH:1]1[CH:5]=[CH:4][N:3]=[C:2]1[CH2:6][N:7]([CH2:15][C:16]1[CH:34]=[CH:33][C:19]([CH2:20][NH:21][CH2:22][CH2:23][CH2:24][CH2:25][N:26]([CH2:30][CH2:31][CH3:32])[CH2:27][CH2:28][CH3:29])=[CH:18][CH:17]=1)[CH2:8][C:9]1[N:10]([CH3:14])[CH:11]=[CH:12][N:13]=1.[O:35]1CC(O)O[CH2:37][CH:36]1O.C([BH3-])#N.[Na+].C(O)(=O)C>CO>[CH2:30]([N:26]([CH2:27][CH2:28][CH3:29])[CH2:25][CH2:24][CH2:23][CH2:22][N:21]([CH2:20][C:19]1[CH:33]=[CH:34][C:16]([CH2:15][N:7]([CH2:6][C:2]2[NH:3][CH:4]=[CH:5][N:1]=2)[CH2:8][C:9]2[N:10]([CH3:14])[CH:11]=[CH:12][N:13]=2)=[CH:17][CH:18]=1)[CH2:37][CH2:36][OH:35])[CH2:31][CH3:32] |f:2.3|. Reported procedure: The compound (209 mg) obtained in Example 1-8 was dissolved in anhydrous methanol (8.4 ml) and added with [1,4]-dioxan-2,5-diol (54.0 mg) and sodium cyanoborohydride (56.6 mg). Then, the solution was adjusted to pH 5 with acetic acid and stirred at room temperature for 19.5 hours. After completion of the reaction, the solvent was distilled off. The resultant was added with a 1 mol/l sodium hydroxide aqueous solution (1.0 ml) and subjected to extraction with chloroform, followed by drying with ma... Starting materials: C(C)OC(=O)[C@H]1O[C@@H]1C(N[C@H](C(NCC#C)=O)CC=1N=CSC1)=O ((2S,3S)-ethyl-3-((S)-1-oxo-1-(prop-2-ynylamino)-3-(thiazol-4-yl)propan-2-ylcarbamoyl)oxirane-2-carboxylate), N(=[N+]=[N-])C1=CC=C(C=C1)[N+](=O)[O-] (1-azido-4-nitrobenzene), CCCC[Sn](CCCC)(CCCC)OC(=O)C (TBTA). Reagents/catalysts: [O-]S(=O)(=O)[O-].[Cu+2] (CuSO4). Run in CC(C)(C)O.CCO.O (t-BuOH EtOH H2O). The product is C(C)OC(=O)[C@H]1O[C@@H]1C(N[C@H](C(=O)NCC=1N=NN(C1)C1=CC=C(C=C1)[N+](=O)[O-])CC=1N=CSC1)=O ((2S,3S)-ethyl-3-((S)-1-((1-(4-nitrophenyl)-1H-1,2,3-triazol-4-yl)methylamino)-1-oxo-3-(thiazol-4-yl)propan-2-ylcarbamoyl)oxirane-2-carboxylate). Isolated yield 45.6%. RXN SMILES: [CH2:1]([O:3][C:4]([C@@H:6]1[C@@H:8]([C:9](=[O:24])[NH:10][C@@H:11]([CH2:18][C:19]2[N:20]=[CH:21][S:22][CH:23]=2)[C:12](=[O:17])[NH:13][CH2:14][C:15]#[CH:16])[O:7]1)=[O:5])[CH3:2].[N:25]([C:28]1[CH:33]=[CH:32][C:31]([N+:34]([O-:36])=[O:35])=[CH:30][CH:29]=1)=[N+:26]=[N-:27].CCCC[Sn](OC(C)=O)(CCCC)CCCC>CC(O)(C)C.CCO.O.[O-]S([O-])(=O)=O.[Cu+2]>[CH2:1]([O:3][C:4]([C@@H:6]1[C@@H:8]([C:9](=[O:24])[NH:10][C@@H:11]([CH2:18][C:19]2[N:20]=[CH:21][S:22][CH:23]=2)[C:12]([NH:13][CH2:14][C:15]2[N:27]=[N:26][N:25]([C:28]3[CH:33]=[CH:32][C:31]([N+:34]([O-:36])=[O:35])=[CH:30][CH:29]=3)[CH:16]=2)=[O:17])[O:7]1)=[O:5])[CH3:2] |f:3.4.5,6.7|. Procedure details: The general click procedure was used substituting the following quantities using: 37 (60 mg, 0.17 mmol); 1-azido-4-nitrobenzene (42 mg, 0.26 mmol); CuSO4 (4.4 mg, 0.03 mmol); NaAsc (22 mg, 0.11 mmol); TBTA (20.0 mg, 0.04 mmol); in t-BuOH/EtOH/H2O (2:2:1); afforded the 45 as an orange solid (40 mg, 45.6%). 1H NMR (DMSO-d6, 400 MHz): δ 9.00-8.99 (d, 1H, J=1.8 Hz); 8.77-8.74 (t, 1H); 8.73 (s, 1H); 8.63-8.61 (d, 1H, J=8.17 Hz); 8.47-8.44 (d, 2H, J=9.13 Hz); 8.21-8.19 (d, 2H, J=9.13 Hz); 7.36 (d, 1H,... Starting materials: CCn1cc(C(=O)O)c(=O)c2cc(F)c(N3CCNC(CF)C3)cc21, C=O, CC(=O)O, O=C[O-], [Na+], [Na+], [OH-]. Yields the product CCn1cc(C(=O)O)c(=O)c2cc(F)c(N3CCN(C)C(CF)C3)cc21. As a reaction SMILES: [CH2:1]([CH3:2])[n:3]1[cH:4][c:5]([C:23](=[O:24])[OH:25])[c:6](=[O:22])[c:7]2[cH:8][c:9]([F:21])[c:10]([N:13]3[CH2:14][CH:15]([CH2:19][F:20])[NH:16][CH2:17][CH2:18]3)[cH:11][c:12]12.[CH2:36]=[O:37].[CH3:32][C:33](=[O:34])[OH:35].[CH:26]([O-:27])=[O:28].[Na+:29].[Na+:31].[OH-:30]>>[CH2:1]([CH3:2])[n:3]1[cH:4][c:5]([C:23](=[O:24])[OH:25])[c:6](=[O:22])[c:7]2[cH:8][c:9]([F:21])[c:10]([N:13]3[CH2:14][CH:15]([CH2:19][F:20])[N:16]([CH3:26])[CH2:17][CH2:18]3)[cH:11][c:12]12. Starting materials: CC(=O)O[C@@H]1C[C@]2([C@@H](CC[C@@H]2O)C3=C1[C@@]4(C=5C(=COC5C3=O)C(=O)O[C@@H]4COC)C)C (17-hydroxywortmannin), O1CCN(CC1)CCN1CCNCC1 (1-(2-morpholinoethyl)piperazine). Solvent: C(Cl)Cl (CH2Cl2). Reaction conditions: time 12 hour. Yields the product OC1=C2C(C(OC(C2(C=2C(CC3(C(CCC3C2C1=O)O)C)OC(C)=O)C)COC)=O)=CN1CCN(CC1)CCN1CCOCC1 (Acetic acid 6,17-dihydroxy-1-methoxymethyl-10,13-dimethyl-4-[4-(2-morpholin-4-yl-ethyl)-piperazin-1-ylmethylene]-3,7-dioxo-1,3,4,7,10,11,12,13,14,15,16,17-dodecahydro-2-oxa-cyclopenta[a]phenanthren-11-yl ester). Reaction SMILES: [CH3:1][C:2]([O:4][C@H:5]1[C:14]2[C@@:15]3([CH3:30])[C@@H:26]([CH2:27][O:28][CH3:29])[O:25][C:23](=[O:24])[C:17]4=[CH:18][O:19][C:20]([C:21](=[O:22])[C:13]=2[C@@H:8]2[CH2:9][CH2:10][C@H:11]([OH:12])[C@@:7]2([CH3:31])[CH2:6]1)=[C:16]34)=[O:3].[O:32]1[CH2:37][CH2:36][N:35]([CH2:38][CH2:39][N:40]2[CH2:45][CH2:44][NH:43][CH2:42][CH2:41]2)[CH2:34][CH2:33]1>C(Cl)Cl>[OH:19][C:20]1[C:21](=[O:22])[C:13]2[CH:8]3[C:7]([CH3:31])([CH:11]([OH:12])[CH2:10][CH2:9]3)[CH2:6][CH:5]([O:4][C:2](=[O:3])[CH3:1])[C:14]=2[C:15]2([CH3:30])[C:16]=1[C:17](=[CH:18][N:43]1[CH2:42][CH2:41][N:40]([CH2:39][CH2:38][N:35]3[CH2:34][CH2:33][O:32][CH2:37][CH2:36]3)[CH2:45][CH2:44]1)[C:23](=[O:24])[O:25][CH:26]2[CH2:27][O:28][CH3:29]. Procedure details: To a solution of 100 mg (0.23 mmol) 17-hydroxywortmannin in 2 mL CH2Cl2 is added 1-(2-morpholinoethyl)piperazine (93 mg, 0.46 mmol). The reaction mixture is stirred at room temperature for 12 hours and then concentrated in vacuo. The residue is dissolved in EtOAc and precipitated with hexane. The precipitate is washed two times with hexane to give the product as a yellow solid. MS (ESI) m/z 631 (M+H).